This data is from the Open Reaction Database (ORD), a public repository of structured organic reaction records. The task is: describe an organic reaction: reactants, conditions, products, and yield Starting materials: 5-fluoro, C1(CC1)C1=CC(=NN1)NC1=NC(=NC=C1Cl)C1=CC=C(S1)[C@@H](C)O ((R)-1-(5-(4-(5-cyclopropyl-1H-pyrazol-3-ylamino)-5-chloropyrimidin-2-yl)thiophen-2-yl)ethanol), C1(CC1)C1=CC(=NN1)NC1=NC(=NC=C1Cl)C1=CC=C(S1)[C@@H](C)O ((R)-1-(5-(4-(5-cyclopropyl-1H-pyrazol-3-ylamino)-5-chloropyrimidin-2-yl)thiophen-2-yl)ethanol), C1(CC1)C1=CC(=NN1)NC1=NC(=NC=C1Cl)C1=CC=C(S1)[C@H](C)O ((S)-1-(5-(4-(5-cyclopropyl-1H-pyrazol-3-ylamino)-5-chloropyrimidin-2-yl)thiophen-2-yl)ethanol), C1(CC1)C1=CC(=NN1)NC1=NC(=NC=C1Cl)C1=CC=C(S1)[C@H](C)O ((S)-1-(5-(4-(5-cyclopropyl-1H-pyrazol-3-ylamino)-5-chloropyrimidin-2-yl)thiophen-2-yl)ethanol). Yields the product C1(CC1)C1=CC(=NN1)NC1=NC(=NC=C1Cl)C1=CC=C(S1)C(C)O (1-(5-(4-(5-cyclopropyl-1H-pyrazol-3-ylamino)-5-chloropyrimidin-2-yl)thiophen-2-yl) ethanol). Reaction SMILES: [CH:1]1([C:4]2[NH:8][N:7]=[C:6]([NH:9][C:10]3[C:15]([Cl:16])=[CH:14][N:13]=[C:12]([C:17]4[S:21][C:20]([C@@H:22]([OH:24])[CH3:23])=[CH:19][CH:18]=4)[N:11]=3)[CH:5]=2)[CH2:3][CH2:2]1.C1(C2NN=C(NC3C(Cl)=CN=C(C4SC([C@H](O)C)=CC=4)N=3)C=2)CC1>>[CH:1]1([C:4]2[NH:8][N:7]=[C:6]([NH:9][C:10]3[C:15]([Cl:16])=[CH:14][N:13]=[C:12]([C:17]4[S:21][C:20]([CH:22]([OH:24])[CH3:23])=[CH:19][CH:18]=4)[N:11]=3)[CH:5]=2)[CH2:3][CH2:2]1. Procedure details: Following the 5-fluoro analogs, (S)-1-(5-(4-(5-cyclopropyl-1H-pyrazol-3-ylamino)-5-chloropyrimidin-2-yl)thiophen-2-yl)ethanol (Compound 132) (4 mg) and (R)-1-(5-(4-(5-cyclopropyl-1H-pyrazol-3-ylamino)-5-chloropyrimidin-2-yl)thiophen-2-yl)ethanol (Compound 131) (3.7 mg) were prepared. Both had LC-MS: 362.1 [M+H]+. The reactants are C1(CC[C@H](S1)CO)N1C2=NC(=NC(=C2N=C1)N)N (9-(4-Thio-2,3-dideoxy-D-ribofuranosyl)-2,6diaminopurine), [C@@H]1([C@H](O)[C@H](O)[C@@H](CO)O1)N1C=NC=2C(N)=NC=NC12 (adenosine). Reagents/catalysts: CC[N+](CC)(CC)CC.[Br-] (TEAB). Reaction conditions: time 12 day. Product: [C@@H]1(CC[C@@H](CO)S1)N1C=NC=2C(=O)NC(N)=NC12 (4'-Thio-2',3'-dideoxy-guanosine). The yield is 80.0%. As a reaction SMILES: [CH:1]1([N:8]2[CH:16]=[N:15][C:14]3[C:9]2=[N:10][C:11]([NH2:18])=[N:12][C:13]=3N)[S:5][C@H:4]([CH2:6][OH:7])[CH2:3][CH2:2]1.[C@@H]1(N2C3N=CN=C(N)C=3N=C2)O[C@H](CO)[C@@H](O)[C@H]1[OH:21]>CC[N+](CC)(CC)CC.[Br-]>[C@@H:1]1([N:8]2[C:9]3[N:10]=[C:11]([NH2:18])[NH:12][C:13](=[O:21])[C:14]=3[N:15]=[CH:16]2)[S:5][C@H:4]([CH2:6][OH:7])[CH2:3][CH2:2]1 |f:2.3|. Procedure details: To a solution of 17 (50 mg, 0.18 mmol) in 20 mL of a 0.75 M TEAB buffer was added 6 μL of adenosine deaminase. The reaction was stirred for 12 days followed by lyophilization. The residue was purified by preparative TLC with 4:1 CHCl3 -MeOH. The crude product was recrystallized from hot EtOH to give 19 (40 mg, 80%); mp. 180°-183° C., FAB MS 268 (M+H)+ ; 1H NMR (DMSO-d6) δ 10.8 (br, 1, NH), 8.0 (s, 1, H-8), 6.6 (s, 2, NH2), 5.90 (m, 1, 1'-H), 5.12 (brs, 1, 5'-OH), 3.72 (m, 1, 4'-H), 3.55 (m, 2, 5... The reactants are CCC([BH-](C(CC)C)C(CC)C)C.[K+] (K-Selectride), O=C1C(CCCC1)CC1=CC=C(C=C1)C(C(=O)O)C ((±)-2-[4-(2-oxocyclohexylmethyl)phenyl]propionic acid), solution, Cl (hydrochloric acid), CCC([BH-](C(CC)C)C(CC)C)C.[K+] (K-Selectride). Solvent: O1CCCC1 (tetrahydrofuran), O1CCCC1 (tetrahydrofuran). Conditions: temperature -78 celsius, time 1 hour. Product: O[C@@H]1[C@@H](CCCC1)CC1=CC=C(C=C1)C(C(=O)O)C ((±)-2-[4-(cis-2-Hydroxycyclohexylmethyl)phenyl]propionic acid). The yield is 104.2%. As a reaction SMILES: [O:1]=[C:2]1[CH2:7][CH2:6][CH2:5][CH2:4][CH:3]1[CH2:8][C:9]1[CH:14]=[CH:13][C:12]([CH:15]([CH3:19])[C:16]([OH:18])=[O:17])=[CH:11][CH:10]=1.CCC(C)[BH-](C(C)CC)C(C)CC.[K+].Cl>O1CCCC1>[OH:1][C@H:2]1[CH2:7][CH2:6][CH2:5][CH2:4][C@H:3]1[CH2:8][C:9]1[CH:10]=[CH:11][C:12]([CH:15]([CH3:19])[C:16]([OH:18])=[O:17])=[CH:13][CH:14]=1 |f:1.2|. Reported procedure: 10.0 g of (±)-2-[4-(2-oxocyclohexylmethyl)phenyl]propionic acid were dissolved in 150 ml of tetrahydrofuran. The solution was cooled to -78° C. and, whilst maintaining the solution at this temperature and under a stream of nitrogen, 200 ml of K-Selectride (as a 0.5 molar tetrahydrofuran solution) were added dropwise. When the whole of the K-Selectride had been added, the reaction mixture was stirred for 1 hour at 0° C., after which it was cooled to -10° C. and 400 ml of a 0.5N solution of hydroc... The reactants are ClC1=C(OCC(=O)OCC)C=CC(=C1)C=1C(NC(NN1)=O)C (Ethyl α-[2-chloro-4-(2,3,4,5-tetrahydro-5-methyl-3-oxo-1,2,4-triazin-6-yl)phenoxy]acetate), NCCN1CCOCC1 (N-(2-aminoethyl)morpholine). Run in O (water). Yields the product ClC=1C=C(C=CC1OCC(NCCN1CCOCC1)=O)C=1C(NC(NN1)=O)C (6-[3-Chloro-4-(2-morpholinoethyl)carbamoylmethoxyphenyl]-5-methyl-4,5-dihydro-1,2,4-triazin-3(2H)-one). Isolated yield 40.0%. RXN SMILES: [Cl:1][C:2]1[CH:14]=[C:13]([C:15]2[CH:16]([CH3:22])[NH:17][C:18](=[O:21])[NH:19][N:20]=2)[CH:12]=[CH:11][C:3]=1[O:4][CH2:5][C:6]([O:8]CC)=O.[NH2:23][CH2:24][CH2:25][N:26]1[CH2:31][CH2:30][O:29][CH2:28][CH2:27]1>O>[Cl:1][C:2]1[CH:14]=[C:13]([C:15]2[CH:16]([CH3:22])[NH:17][C:18](=[O:21])[NH:19][N:20]=2)[CH:12]=[CH:11][C:3]=1[O:4][CH2:5][C:6](=[O:8])[NH:23][CH2:24][CH2:25][N:26]1[CH2:31][CH2:30][O:29][CH2:28][CH2:27]1. Reported procedure: A mixure of 507 mg of ethyl α-[2-chloro-4-(2,3,4,5-tetrahydro-5-methyl-3-oxo-1,2,4-triazin-6-yl)phenoxy]acetate (prepared as described in Example 5) and 407 mg of N-(2-aminoethyl)morpholine was stirred at 110°-115° C. (bath temperature) for 1 hour. The mixture was cooled and poured into water. The crystals which precipitated were collected by filtration. These crude crystals were recrystallized from a mixture of methanol and ethyl acetate to give 255 mg of the title compound as a white powder me... The reactants are COC([C@H]1NCCC1)=O (L-proline methyl ester), N-carboxy-NG -nitro-arginine N-t-butyl ester, C1(CCCCC1)N=C=NC1CCCCC1 (dicyclohexylcarbodiimide), C(C)OC(CN)=O (glycine ethyl ester), C1(CCCCC1)N=C=NC1CCCCC1 (dicyclohexylcarbodiimide), N (ammonia). Product: C(C)(C)(C)NC(CN)=O (glycinamide N-t-butyl ester). RXN SMILES: CO[C:3](=O)[C@@H:4]1[CH2:8]CC[NH:5]1.[CH:10]1(N=C=NC2CCCCC2)CCCCC1.C(O[C:28](=[O:31])[CH2:29][NH2:30])C.N>>[C:4]([NH:5][C:28](=[O:31])[CH2:29][NH2:30])([CH3:8])([CH3:10])[CH3:3]. Procedure details: which comprises the following steps: Condensing N-(5-oxo-L-prolyl)-L-histidine hydrazide by means of the azide method with L-tryptophan benzyl ester and treating the resulting compound with hydrazine hydrate to obtain N-[N-(5-oxo-L-prolyl)-L-histidyl]-L-tryptophan hydrazide (II); treating N-[O-benzyl-N-carboxy-L-tyrosyl]glycine N-benzyl ester with ethyl chloroformate to obtain the corresponding mixed anhydride which is reacted with t-butyl carbazate to obtain the corresponding 2-carboxyhydrazide... Starting materials: 5-bromo-but-2-enoyl chloride, BrCC=CC(=O)O[Si](C)(C)C (trimethylsilyl 4-bromo-but-2-enoate), C(C(=O)Cl)(=O)Cl (oxalyl chloride), NC=1C=C2C(=C(C=NC2=CC1)C#N)NC1=CC(=C(C=C1)F)Br (6-amino-4-[(3-bromo-4-fluorophenyl)amino]-3-quinolinecarbonitrile), C(C)(C)N(C(C)C)CC (N,N-diisopropylethylamine), N1CCOCC1 (morpholine). The reagents and catalysts are CN(C)C=O (DMF). Run in C(Cl)Cl (methylene chloride), C1CCOC1 (THF), C1CCOC1 (THF). Conditions: temperature 0 celsius, time 1 hour. Yields the product BrC=1C=C(C=CC1F)NC1=C(C=NC2=CC=C(C=C12)NC(C=CCN1CCOCC1)=O)C#N (N-{4-[(3-Bromo-4-fluorophenyl)amino]-3-cyano-6-quinolinyl}-4-morpholino-2-butenamide). Isolated yield 32.1%. RXN SMILES: Br[CH2:2][CH:3]=[CH:4][C:5]([O:7][Si](C)(C)C)=O.C(Cl)(=O)C(Cl)=O.[NH2:18][C:19]1[CH:20]=[C:21]2[C:26](=[CH:27][CH:28]=1)[N:25]=[CH:24][C:23]([C:29]#[N:30])=[C:22]2[NH:31][C:32]1[CH:37]=[CH:36][C:35]([F:38])=[C:34]([Br:39])[CH:33]=1.C(N(CC)C(C)C)(C)C.[NH:49]1[CH2:54][CH2:53][O:52][CH2:51][CH2:50]1>CN(C=O)C.C1COCC1.C(Cl)Cl>[Br:39][C:34]1[CH:33]=[C:32]([NH:31][C:22]2[C:21]3[C:26](=[CH:27][CH:28]=[C:19]([NH:18][C:5](=[O:7])[CH:4]=[CH:3][CH2:2][N:49]4[CH2:54][CH2:53][O:52][CH2:51][CH2:50]4)[CH:20]=3)[N:25]=[CH:24][C:23]=2[C:29]#[N:30])[CH:37]=[CH:36][C:35]=1[F:38]. Procedure: Made 2.25 mmol of 5-bromo-but-2-enoyl chloride by mixing 386 μl (2.25 mmol) trimethylsilyl 4-bromo-but-2-enoate, 10 ml methylene chloride, 294 μl (3.38 mmol) oxalyl chloride, and 2 drops of DMF. After bubbling had subsided, removed solvent and dissolved in 10 ml THF. This solution was added to a mixture of 800 mg (2.25 mmol) 6-amino-4-[(3-bromo-4-fluorophenyl)amino]-3-quinolinecarbonitrile, 50 ml THF, and 392 μl (2.25 mmol) N,N-diisopropylethylamine chilled to 0° C. under N2. At 1 hour, added th... Reactants: Cc1ccccc1, ClC(Cl)Cl, O=c1on(-c2ccc(Cl)c(Cl)c2)c(=O)n1CO, O=S(Cl)Cl. The product is O=c1on(-c2ccc(Cl)c(Cl)c2)c(=O)n1CCl. Reaction SMILES: [CH3:26][c:27]1[cH:28][cH:29][cH:30][cH:31][cH:32]1.[CH:22]([Cl:23])([Cl:24])[Cl:25].[Cl:1][c:2]1[cH:3][c:4](-[n:9]2[o:10][c:11](=[O:17])[n:12]([CH2:15][OH:16])[c:13]2=[O:14])[cH:5][cH:6][c:7]1[Cl:8].[S:18]([Cl:19])([Cl:20])=[O:21]>>[Cl:1][c:2]1[cH:3][c:4](-[n:9]2[o:10][c:11](=[O:17])[n:12]([CH2:15][Cl:20])[c:13]2=[O:14])[cH:5][cH:6][c:7]1[Cl:8]. Reactants: O=C(Cl)c1ccccc1, CCCCC1CNC(=O)C1CN(C=O)OCc1ccccc1, C1CCOC1, C[Si](C)(C)[N-][Si](C)(C)C, [Li+]. Yields the product CCCCC1CN(C(=O)c2ccccc2)C(=O)C1CN(C=O)OCc1ccccc1. As a reaction SMILES: [C:33]([c:34]1[cH:35][cH:36][cH:37][cH:38][cH:39]1)(=[O:40])[Cl:41].[CH2:1]([c:2]1[cH:3][cH:4][cH:5][cH:6][cH:7]1)[O:8][N:9]([CH:10]=[O:11])[CH2:12][CH:13]1[C:14](=[O:22])[NH:15][CH2:16][CH:17]1[CH2:18][CH2:19][CH2:20][CH3:21].[CH2:42]1[O:43][CH2:44][CH2:45][CH2:46]1.[CH3:23][Si:24]([N-:25][Si:26]([CH3:27])([CH3:28])[CH3:29])([CH3:30])[CH3:31].[Li+:32]>>[CH2:1]([c:2]1[cH:3][cH:4][cH:5][cH:6][cH:7]1)[O:8][N:9]([CH:10]=[O:11])[CH2:12][CH:13]1[C:14](=[O:22])[N:15]([C:33]([c:34]2[cH:35][cH:36][cH:37][cH:38][cH:39]2)=[O:40])[CH2:16][CH:17]1[CH2:18][CH2:19][CH2:20][CH3:21].